From a dataset of the Open Reaction Database (ORD), a public repository of structured organic reaction records. describe an organic reaction: reactants, conditions, products, and yield Reactants: C(CCCCCCCCCCCCCC)C=1NC2=CC(=CC=C2C1)C(=O)O (2-(n-Pentadecyl)indole-6-carboxylic acid), F[B-](F)(F)F.[H+] (fluoroboric acid). Reagents/catalysts: [Pt]=O (platinum oxide). The solvent is O1CCCC1 (tetrahydrofuran), C(C)O (ethanol). The product is C(CCCCCCCCCCCCCC)C1NC2=CC(=CC=C2C1)C(=O)O ((RS)-2-(n-pentadecyl)-indoline-6-carboxylic acid). Isolated yield 45.4%. As a reaction SMILES: [CH2:1]([C:16]1[NH:17][C:18]2[C:23]([CH:24]=1)=[CH:22][CH:21]=[C:20]([C:25]([OH:27])=[O:26])[CH:19]=2)[CH2:2][CH2:3][CH2:4][CH2:5][CH2:6][CH2:7][CH2:8][CH2:9][CH2:10][CH2:11][CH2:12][CH2:13][CH2:14][CH3:15].F[B-](F)(F)F.[H+]>O1CCCC1.C(O)C.[Pt]=O>[CH2:1]([CH:16]1[CH2:24][C:23]2[C:18](=[CH:19][C:20]([C:25]([OH:27])=[O:26])=[CH:21][CH:22]=2)[NH:17]1)[CH2:2][CH2:3][CH2:4][CH2:5][CH2:6][CH2:7][CH2:8][CH2:9][CH2:10][CH2:11][CH2:12][CH2:13][CH2:14][CH3:15] |f:1.2|. Procedure details: 2-(n-Pentadecyl)indole-6-carboxylic acid (16.0 g) was dissolved in a mixture of tetrahydrofuran (400 ml) and ethanol (100 ml), containing aqueous fluoroboric acid (100 ml, of strength 40% w/v). The stirred mixture was hydrogenated over platinum oxide (2.0 g) at room temperature and atmospheric pressure. After 6 hours the mixture was filtered, the residue was washed with diethyl ether (100 ml) and the combined filtrates were concentrated in vacuo until a solid separated. The mixture was adjusted ... Reactants: solution, C1(=CC=CC=C1)[Mg]Br (phenylmagnesium bromide), C(C)OCC (diethyl ether), C1(=CC=CC=C1)S(=O)C1=CC=CC=C1 (diphenylsulfoxide), Br (hydrobromic acid). The solvent is C1=CC=CC=C1 (benzene), C1=CC=CC=C1 (Benzene), CCCCCCC (n-heptane). Product: [Br-].C1(=CC=CC=C1)[S+](C1=CC=CC=C1)C1=CC=CC=C1 (triphenylsulfonium bromide). Yield: 60.0%. Reaction SMILES: [C:1]1([Mg][Br:8])[CH:6]=[CH:5][CH:4]=[CH:3][CH:2]=1.C(OCC)C.[C:14]1([S:20]([C:22]2[CH:27]=[CH:26][CH:25]=[CH:24][CH:23]=2)=O)[CH:19]=[CH:18][CH:17]=[CH:16][CH:15]=1.Br>C1C=CC=CC=1.CCCCCCC>[Br-:8].[C:1]1([S+:20]([C:22]2[CH:23]=[CH:24][CH:25]=[CH:26][CH:27]=2)[C:14]2[CH:19]=[CH:18][CH:17]=[CH:16][CH:15]=2)[CH:6]=[CH:5][CH:4]=[CH:3][CH:2]=1 |f:6.7|. Reported procedure: A 3.0 M solution of phenylmagnesium bromide in diethyl ether (50 ml, 0.15 mole) was distilled under vacuum with slow heating from 20° to 80° C. Benzene (40 ml) was added, followed by n-heptane (300 ml). The resulting mixture was stirred and a solution of diphenylsulfoxide 10.1 g, (0.050 mol), in benzene (60 ml) was added during 1 hour at 80° C. The mixture was stirred for 3 hours and cooled to room temperature. An 25% aqueous hydrobromic acid solution (180 ml) was slowly added to the reaction mi...